Dataset: the Open Reaction Database (ORD), a public repository of structured organic reaction records. Task: describe an organic reaction: reactants, conditions, products, and yield The reactants are O=C1COC2=C(N1)C=CC(=C2)NC(C(=O)O)=O (N-(3-oxo-3,4-dihydro-2H-benzo[1,4]oxazin-7-yl)-oxalamic acid), C(C1=CC=CC=C1)OC1CCNCC1 (4-benzyloxy-piperidine). Solvent: C(C)OCC (diethylether). The product is C(C1=CC=CC=C1)OC1CCN(CC1)C(C(=O)NC1=CC2=C(NC(CO2)=O)C=C1)=O (2-(4-Benzyloxy-piperidin-1-yl)-2-oxo-N-(3-oxo-3,4-dihydro-2H-benzo[1,4]oxazin-7-yl)-acetamide). As a reaction SMILES: [O:1]=[C:2]1[NH:7][C:6]2[CH:8]=[CH:9][C:10]([NH:12][C:13](=[O:17])[C:14]([OH:16])=O)=[CH:11][C:5]=2[O:4][CH2:3]1.[CH2:18]([O:25][CH:26]1[CH2:31][CH2:30][NH:29][CH2:28][CH2:27]1)[C:19]1[CH:24]=[CH:23][CH:22]=[CH:21][CH:20]=1>C(OCC)C>[CH2:18]([O:25][CH:26]1[CH2:31][CH2:30][N:29]([C:14](=[O:16])[C:13]([NH:12][C:10]2[CH:9]=[CH:8][C:6]3[NH:7][C:2](=[O:1])[CH2:3][O:4][C:5]=3[CH:11]=2)=[O:17])[CH2:28][CH2:27]1)[C:19]1[CH:20]=[CH:21][CH:22]=[CH:23][CH:24]=1. Procedure details: The title compound is prepared from N-(3-oxo-3,4-dihydro-2H-benzo[1,4]oxazin-7-yl)-oxalamic acid and 4-benzyloxy-piperidine [Tetrahedron Lett., 36 3465. (1995)] according to the method described in Example 1c. Melting Point: 143-146° C. (diethylether) Starting materials: CC(=O)N1CCN(CC1)CC2=C(C(=C(C=C2)OC)OC)OC (N-acetyltrimetazidine), C(C)OCC (diethyl ether), [H-].[H-].[H-].[H-].[Li+].[Al+3] (LiAlH4), [OH-].[Na+] (sodium hydroxide). Solvent: O (water), O (water). Reaction conditions: time 12 hour. Product: C(C)N1CCN(CC1)CC1=C(C(=C(C=C1)OC)OC)O (N-ethyl-N'-(2-hydroxy-3,4-dimethoxybenzyl)-piperazine). The yield is 64.2%. RXN SMILES: [CH3:1][C:2]([N:4]1[CH2:9][CH2:8][N:7]([CH2:10][C:11]2[CH:16]=[CH:15][C:14]([O:17][CH3:18])=[C:13]([O:19][CH3:20])[C:12]=2[O:21]C)[CH2:6][CH2:5]1)=O.C(OCC)C.[H-].[H-].[H-].[H-].[Li+].[Al+3].[OH-].[Na+]>O>[CH2:2]([N:4]1[CH2:9][CH2:8][N:7]([CH2:10][C:11]2[CH:16]=[CH:15][C:14]([O:17][CH3:18])=[C:13]([O:19][CH3:20])[C:12]=2[OH:21])[CH2:6][CH2:5]1)[CH3:1] |f:2.3.4.5.6.7,8.9|. Procedure details: ##STR6## 30.8 g (0.1 mol) of N-acetyltrimetazidine, 600 ml of diethyl ether and 11.1 g (0.3 mol) of LiAlH4 are heated to and then maintained at reflux for 24 hours with vigorous stirring, the mixture is subsequently allowed to return to room temperature, and stirring is continued for a further 12 hours, after which the mixture is hydrolysed in succession with 10 ml of water, 10 ml of 4N sodium hydroxide solution and finally 30 ml of water. The mixture is filtered and the residue is washed three ... Reactants: O=C1c2ccccc2C(=O)N1CCBr, O=C([O-])[O-], CN(C)C=O, Cl, [K+], [K+], Oc1ccc(S)cc1. Product: O=C1c2ccccc2C(=O)N1CCSc1ccc(O)cc1. Reaction SMILES: [Br:15][CH2:16][CH2:17][N:18]1[C:19](=[O:28])[c:20]2[c:21]([cH:24][cH:25][cH:26][cH:27]2)[C:22]1=[O:23].[C:9](=[O:10])([O-:11])[O-:12].[CH3:30][N:31]([CH3:32])[CH:33]=[O:34].[ClH:29].[K+:13].[K+:14].[SH:1][c:2]1[cH:3][cH:4][c:5]([OH:8])[cH:6][cH:7]1>>[S:1]([c:2]1[cH:3][cH:4][c:5]([OH:8])[cH:6][cH:7]1)[CH2:16][CH2:17][N:18]1[C:19](=[O:28])[c:20]2[c:21]([cH:24][cH:25][cH:26][cH:27]2)[C:22]1=[O:23]. Reactants: ice, C1C(CC2=CC=CC=C12)O (2-indanol), ice acetone, C(C)(=O)OC(C)=O (acetic anhydride), ice, anhydride, S(O)(O)(=O)=O (sulfuric acid), [N+](=O)(O)[O-] (nitric acid), C(C)(=O)OC(C)=O (acetic anhydride). Run at time 8 hour. Product: C(C)(=O)OC1CC2=CC=C(C=C2C1)[N+](=O)[O-] (2-acetoxy-5-nitroindan). RXN SMILES: [CH2:1]1[C:9]2[C:4](=[CH:5][CH:6]=[CH:7][CH:8]=2)[CH2:3][CH:2]1[OH:10].S(=O)(=O)(O)O.[N+:16]([O-:19])(O)=[O:17].[C:20](OC(=O)C)(=[O:22])[CH3:21]>>[C:20]([O:10][CH:2]1[CH2:3][C:4]2[C:9](=[CH:8][CH:7]=[C:6]([N+:16]([O-:19])=[O:17])[CH:5]=2)[CH2:1]1)(=[O:22])[CH3:21]. Procedure details: A slurry of 6.7 g (0.05 moles) of 2-indanol in 75 ml acetic anhydride was cooled to -15°C (ice-acetone bath) and treated with 0.2 ml of 98% sulfuric acid. In about 10 minutes the solid had completely dissolved. The stirred and cooled mixture was then treated over 15 min with a cold solution of 3.6 ml (5.0 g) of 70% nitric acid in 125 ml of acetic anhydride. The mixture was stored at -20°C overnight, then poured into 1 kg of crushed ice. The mixture was stirred until the ice had completely melted... Reactants: Intermediate 20, IC1=C(C=CC(=C1)S(=O)(=O)C)CCC (2-iodo-4-(methylsulfonyl)-1-propylbenzene), IC1=C(C=CC(=C1)S(=O)(=O)C)CCC (2-iodo-4-(methylsulfonyl)-1-propylbenzene), C(C)(C)(C)OC(COC1=C(C=C(C=C1)C#N)C#C)=O (tert-butyl(4-cyano-2-ethynylphenoxy)acetate), C(C)(C)(C)OC(COC1=C(C=C(C=C1)C#N)C#C)=O (tert-butyl(4-cyano-2-ethynylphenoxy)acetate). Yields the product C(C)(C)(C)OC(COC1=C(C=C(C=C1)C#N)C#CC1=C(C=CC(=C1)S(=O)(=O)C)CCC)=O (tert-butyl(4-cyano-2-{[5-(methylsulfonyl)-2-propylphenyl]ethynyl}phenoxy)acetate). As a reaction SMILES: [C:1]([O:5][C:6](=[O:19])[CH2:7][O:8][C:9]1[CH:14]=[CH:13][C:12]([C:15]#[N:16])=[CH:11][C:10]=1[C:17]#[CH:18])([CH3:4])([CH3:3])[CH3:2].I[C:21]1[CH:26]=[C:25]([S:27]([CH3:30])(=[O:29])=[O:28])[CH:24]=[CH:23][C:22]=1[CH2:31][CH2:32][CH3:33]>>[C:1]([O:5][C:6](=[O:19])[CH2:7][O:8][C:9]1[CH:14]=[CH:13][C:12]([C:15]#[N:16])=[CH:11][C:10]=1[C:17]#[C:18][C:23]1[CH:24]=[C:25]([S:27]([CH3:30])(=[O:28])=[O:29])[CH:26]=[CH:21][C:22]=1[CH2:31][CH2:32][CH3:33])([CH3:4])([CH3:3])[CH3:2]. Procedure details: Following the general method as outlined in Intermediate 20, starting from (4-cyano-2-ethynyl-phenoxy)-acetic acid tert-butyl ester (Intermediate 46) and 2-iodo-4-(methylsulfonyl)-1-propylbenzene (Intermediate 62), the title compound was obtained after purification by flash column chromatography (silica), eluting with cyclohexane containing increasing amounts of EtOAc.